From a dataset of the Open Reaction Database (ORD), a public repository of structured organic reaction records. describe an organic reaction: reactants, conditions, products, and yield The reactants are [Al+3], CC(C)(C)S, ClCCl, [Cl-], [Cl-], [Cl-], CCOC(=O)C(C)(C)Cc1c(SC(C)(C)C)c2cc(OC)ccc2n1Cc1ccc(Cl)cc1, Cl. The product is CCOC(=O)C(C)(C)Cc1c(SC(C)(C)C)c2cc(O)ccc2n1Cc1ccc(Cl)cc1. RXN SMILES: [Al+3:2].[C:39]([SH:40])([CH3:41])([CH3:42])[CH3:43].[CH2:44]([Cl:45])[Cl:46].[Cl-:1].[Cl-:3].[Cl-:4].[Cl:5][c:6]1[cH:7][cH:8][c:9]([CH2:10][n:11]2[c:12]([CH2:27][C:28]([C:29](=[O:30])[O:31][CH2:32][CH3:33])([CH3:34])[CH3:35])[c:13]([S:22][C:23]([CH3:24])([CH3:25])[CH3:26])[c:14]3[cH:15][c:16]([O:20][CH3:21])[cH:17][cH:18][c:19]23)[cH:36][cH:37]1.[ClH:38]>>[Cl:5][c:6]1[cH:7][cH:8][c:9]([CH2:10][n:11]2[c:12]([CH2:27][C:28]([C:29](=[O:30])[O:31][CH2:32][CH3:33])([CH3:34])[CH3:35])[c:13]([S:22][C:23]([CH3:24])([CH3:25])[CH3:26])[c:14]3[cH:15][c:16]([OH:20])[cH:17][cH:18][c:19]23)[cH:36][cH:37]1. Starting materials: N1C(CCC1=O)=O (pyrrolidine-2,5-dione), [H-].[Na+] (sodium hydride), BrCC1=CC=C(C=C1)B(O)O ((4-(Bromomethyl)phenyl)boronic acid). Solvent: CN(C)C=O (DMF). Run at time 1 hour. Yields the product O=C1N(C(CC1)=O)CC1=CC=C(C=C1)B(O)O ((4-((2,5-dioxopyrrolidin-1-yl)methyl)phenyl)boronic acid). Yield: 53.1%. RXN SMILES: [NH:1]1[C:5](=[O:6])[CH2:4][CH2:3][C:2]1=[O:7].[H-].[Na+].Br[CH2:11][C:12]1[CH:17]=[CH:16][C:15]([B:18]([OH:20])[OH:19])=[CH:14][CH:13]=1>CN(C=O)C>[O:7]=[C:2]1[CH2:3][CH2:4][C:5](=[O:6])[N:1]1[CH2:11][C:12]1[CH:17]=[CH:16][C:15]([B:18]([OH:20])[OH:19])=[CH:14][CH:13]=1 |f:1.2|. Reported procedure: To a solution (10 mL) of pyrrolidine-2,5-dione (500 mg) in DMF was added sodium hydride (60% dispersion in mineral oil, 252 mg) at 0° C., and the mixture was stirred for 1 hr. (4-(Bromomethyl)phenyl)boronic acid (903 mg) was added thereto, and the mixture was stirred overnight at room temperature. The reaction mixture was extracted with water and ethyl acetate, and the organic layer was washed with saturated brine, dried over anhydrous magnesium sulfate, and crystallized from ethyl acetate and d... Starting materials: SC1=NC(=CC(=N1)O)O (2-mercaptopyrimidine-4,6-diol), [OH-].[Na+] (sodium hydroxide), CN1CC(CC1)=O (1-methylpyrrolidin-3-one), ICCC (1-iodopropane), Cl (hydrochloric acid). The solvent is O (water). Conditions: time 48 hour. The product is C(CC)SC1=NC(=CC(=N1)O)O (2-(Propylthio)pyrimidine-4,6-diol). RXN SMILES: [SH:1][C:2]1[N:7]=[C:6]([OH:8])[CH:5]=[C:4]([OH:9])[N:3]=1.[OH-].[Na+].CN1C[CH2:16][C:15](=O)[CH2:14]1.ICCC.Cl>O>[CH2:14]([S:1][C:2]1[N:7]=[C:6]([OH:8])[CH:5]=[C:4]([OH:9])[N:3]=1)[CH2:15][CH3:16] |f:1.2|. Procedure: A solution of 2-mercaptopyrimidine-4,6-diol (25 g, 173.61 mmol, 1.00 equiv.), sodium hydroxide (15.8 g, 395.00 mmol, 2.27 equiv.), 1-methylpyrrolidin-3-one (50 mL), and 1-iodopropane (30.6 g, 180.00 mmol, 1.05 equiv.) dissolved in water (60 mL) was stirred at ambient temperature for about 48 hours. The pH value of the solution was adjusted to 2-3 by adding hydrochloric acid. The solids were then collected by filtration to give the product as an off-white solid (35 g; (crude)). 1H NMR (300 MHz, D... The reactants are BrCCCCCOc1cccc(-c2ccsc2)c1, O=C1NC(=O)c2ccccc21, O=C([O-])[O-], CCOC(C)=O, CN(C)C=O, [K+], [K+], [K], O. Yields the product O=C1c2ccccc2C(=O)N1CCCCCOc1cccc(-c2ccsc2)c1. As a reaction SMILES: [Br:1][CH2:2][CH2:3][CH2:4][CH2:5][CH2:6][O:7][c:8]1[cH:9][c:10](-[c:14]2[cH:15][s:16][cH:17][cH:18]2)[cH:11][cH:12][cH:13]1.[C:19]1(=[O:29])[c:20]2[c:21]([cH:25][cH:26][cH:27][cH:28]2)[C:22](=[O:24])[NH:23]1.[C:31](=[O:32])([O-:33])[O-:34].[CH3:37][CH2:38][O:39][C:40](=[O:41])[CH3:42].[CH3:43][N:44]([CH3:45])[CH:46]=[O:47].[K+:35].[K+:36].[K:30].[OH2:48]>>[CH2:2]([CH2:3][CH2:4][CH2:5][CH2:6][O:7][c:8]1[cH:9][c:10](-[c:14]2[cH:15][s:16][cH:17][cH:18]2)[cH:11][cH:12][cH:13]1)[N:23]1[C:19](=[O:29])[c:20]2[c:21]([cH:25][cH:26][cH:27][cH:28]2)[C:22]1=[O:24]. The reactants are C(C)C(C(=O)NC1=CC(=C(C=C1)N1CCN(CC1)C(C(=O)O)C1=CC(=CC=C1)F)F)CC ({4-[4-(2-Ethyl-butyrylamino)-2-fluoro-phenyl]-piperazin-1-yl}-(3-fluoro-phenyl)-acetic acid), COC(C(C1=CC(=CC=C1)F)N1CCN(CC1)C1=C(C=C(C=C1)NC(C(CC)CC)=O)F)=O ({4-[4-(2-ethyl-butyrylamino)-2-fluoro-phenyl]-piperazin-1-yl}-(3-fluoro-phenyl)-acetic acid methyl ester), CC(=O)O (AcOH), [OH-].[K+] (KOH). Run in O.CO (water MeOH), O (water). The product is C(C)N(C(=O)C(N1CCN(CC1)C1=C(C=C(C=C1)NC(C(CC)CC)=O)F)C1=CC(=CC=C1)F)CC (N-(4-{4-[Diethylcarbamoyl-(3-fluoro-phenyl)-methyl]-piperazin-1-yl}-3-fluoro-phenyl)-2-ethyl-butyramide). RXN SMILES: [CH2:1]([CH:3]([CH2:31][CH3:32])[C:4]([NH:6][C:7]1[CH:12]=[CH:11][C:10]([N:13]2[CH2:18][CH2:17][N:16]([CH:19]([C:23]3[CH:28]=[CH:27][CH:26]=[C:25]([F:29])[CH:24]=3)[C:20](O)=[O:21])[CH2:15][CH2:14]2)=[C:9]([F:30])[CH:8]=1)=[O:5])[CH3:2].CO[C:35](=O)[CH:36]([N:44]1CCN(C2C=CC(NC(=O)C(CC)CC)=CC=2F)[CH2:46][CH2:45]1)C1C=CC=C(F)C=1.[OH-].[K+].CC(O)=O>O.CO.O>[CH2:36]([N:44]([CH2:45][CH3:46])[C:20]([CH:19]([C:23]1[CH:28]=[CH:27][CH:26]=[C:25]([F:29])[CH:24]=1)[N:16]1[CH2:15][CH2:14][N:13]([C:10]2[CH:11]=[CH:12][C:7]([NH:6][C:4](=[O:5])[CH:3]([CH2:1][CH3:2])[CH2:31][CH3:32])=[CH:8][C:9]=2[F:30])[CH2:18][CH2:17]1)=[O:21])[CH3:35] |f:2.3,5.6|. Procedure: {4-[4-(2-Ethyl-butyrylamino)-2-fluoro-phenyl]-piperazin-1-yl}-(3-fluoro-phenyl)-acetic acid. A mixture of {4-[4-(2-ethyl-butyrylamino)-2-fluoro-phenyl]-piperazin-1-yl}-(3-fluoro-phenyl)-acetic acid methyl ester (0.22 g, 0.47 mmol) in water/MeOH (1:4, 5 mL) was treated with KOH (0.095 g, 1.70 mmol) and the resulting mixture was heated at reflux for 24 h. The mixture was cooled to rt and acidified to pH 6.5 with AcOH. The mixture was diluted with water and extracted with DCM. The organic layer was... Starting materials: C1(CC1)C(COC1=C(CN(C(OC(C)(C)C)=O)C)C=C(C=C1F)[N+](=O)[O-])=O (tert-Butyl 2-(2-cyclopropyl-2-oxoethoxy)-3-fluoro-5-nitrobenzyl(methyl)carbamate), [BH4-].[Na+] (NaBH4). The solvent is CO (MeOH). Reaction conditions: time 1 hour. Yields the product C1(CC1)C(COC1=C(CN(C(OC(C)(C)C)=O)C)C=C(C=C1F)[N+](=O)[O-])O (tert-Butyl 2-(2-cyclopropyl-2-hydroxyethoxy)-3-fluoro-5-nitrobenzyl(methyl)carbamate). The yield is 56.2%. Reaction SMILES: [CH:1]1([C:4](=[O:27])[CH2:5][O:6][C:7]2[C:22]([F:23])=[CH:21][C:20]([N+:24]([O-:26])=[O:25])=[CH:19][C:8]=2[CH2:9][N:10]([CH3:18])[C:11](=[O:17])[O:12][C:13]([CH3:16])([CH3:15])[CH3:14])[CH2:3][CH2:2]1.[BH4-].[Na+]>CO>[CH:1]1([CH:4]([OH:27])[CH2:5][O:6][C:7]2[C:22]([F:23])=[CH:21][C:20]([N+:24]([O-:26])=[O:25])=[CH:19][C:8]=2[CH2:9][N:10]([CH3:18])[C:11](=[O:17])[O:12][C:13]([CH3:16])([CH3:15])[CH3:14])[CH2:3][CH2:2]1 |f:1.2|. Procedure: 21B (1.47 g, 3.84 mmol) was dissolved in MeOH (15 mL) at 0° C. NaBH4 (0.175 g, 4.61 mmol) was added. The reaction mixture was stirred rt for 1 h. quenched with water, extracted with EtOAc (2×). The extract was dried over sodium sulfate and concentrated. The crude was purified by prep HPLC. To give 21C (830 mg, 2.159 mmol, 56.2% yield). MS (ESI) m/z: 385.4 (M+H)+. 1H NMR (400 MHz, chloroform-d) δ ppm 7.95 (dd, J=11.86, 2.20 Hz, 1H) 7.88 (s, 1H) 4.70 (d, J=11.86 Hz, 1H) 4.51 (s, 3H) 4.35 (d, J=13....